From a dataset of the Open Reaction Database (ORD), a public repository of structured organic reaction records. describe an organic reaction: reactants, conditions, products, and yield Starting materials: CC#N, C1CCC(C2CCNCC2)CC1, ClCCl, [I-], O=C1Nc2ccccc2[SH]1CCCI, [K+], [K+], [Na+], [Na+], [Na+], O=C([O-])[O-], O=S([O-])([O-])=S. The product is O=C1Nc2ccccc2[SH]1CCCN1CCC(C2CCCCC2)CC1. Reaction SMILES: [CH3:45][C:46]#[N:47].[CH:1]1([CH:7]2[CH2:8][CH2:9][NH:10][CH2:11][CH2:12]2)[CH2:2][CH2:3][CH2:4][CH2:5][CH2:6]1.[Cl:42][CH2:43][Cl:44].[I-:33].[I:13][CH2:14][CH2:15][CH2:16][SH:17]1[C:18](=[O:26])[NH:19][c:20]2[c:21]1[cH:22][cH:23][cH:24][cH:25]2.[K+:27].[K+:28].[Na+:34].[Na+:40].[Na+:41].[O-:29][C:30]([O-:31])=[O:32].[S:35]([O-:36])([O-:37])(=[O:38])=[S:39]>>[CH:1]1([CH:7]2[CH2:8][CH2:9][N:10]([CH2:14][CH2:15][CH2:16][SH:17]3[C:18](=[O:26])[NH:19][c:20]4[c:21]3[cH:22][cH:23][cH:24][cH:25]4)[CH2:11][CH2:12]2)[CH2:2][CH2:3][CH2:4][CH2:5][CH2:6]1. The reactants are FC(CSC=1C(=CC(=C(C1)NN)F)C)(F)F (1-(5-(2,2,2-trifluoroethylthio)-2-fluoro-4-methylphenyl)hydrazine), C(C)OCC (diethyl ether), C(C)(=O)OC(C)=O (acetic anhydride). Reaction conditions: time 1 hour. The product is C(C)(C)OC(C)C (diisopropyl ether), FC1=C(C=C(C(=C1)C)SCC(F)(F)F)NNC(C)=O (N′-{2-fluoro-4-methyl-5-(2,2,2-trifluoroethylthio)phenyl}acetohydrazide). As a reaction SMILES: [F:1][C:2]([F:16])([F:15])[CH2:3][S:4][C:5]1[C:6]([CH3:14])=[CH:7][C:8]([F:13])=[C:9]([NH:11][NH2:12])[CH:10]=1.[C:17](O[C:21](=[O:23])[CH3:22])(=[O:19])[CH3:18].[CH2:24](OCC)C>>[CH:21]([O:23][CH:9]([CH3:8])[CH3:10])([CH3:24])[CH3:22].[F:13][C:8]1[CH:7]=[C:6]([CH3:14])[C:5]([S:4][CH2:3][C:2]([F:1])([F:15])[F:16])=[CH:10][C:9]=1[NH:11][NH:12][C:17](=[O:19])[CH3:18]. Reported procedure: 4.6 g of 1-(5-(2,2,2-trifluoroethylthio)-2-fluoro-4-methylphenyl)hydrazine was dissolved in 100 mL of diethyl ether, and 1.85 g of acetic anhydride was dropwise added under cooling with ice, followed by stirring at room temperature for one hour. The obtained crystals were collected by filtration and washed with a solution of hexane:diisopropyl ether=3:1 (mass ratio) to obtain 4.41 g of N′-{2-fluoro-4-methyl-5-(2,2,2-trifluoroethylthio)phenyl}acetohydrazide in the form of colorless crystals. Then... Starting materials: O (Water), NC=1C(=C(C=C(C1)C(C)(C)C)CO)OC ((3-amino-5-tert-butyl-2-methoxyphenyl)methanol), C(C)(C)N(C(C)C)CC (N,N-diisopropylethylamine), ClC(=O)OCC(Cl)(Cl)Cl (2,2,2-trichloroethyl chloroformate). Run in C1CCOC1 (THF). Reaction conditions: time 10 minute. The product is C(C)(C)(C)C=1C=C(C(=C(C1)NC(OCC(Cl)(Cl)Cl)=O)OC)CO (2,2,2-trichloroethyl 5-tert-butyl-3-(hydroxymethyl)-2-methoxyphenylcarbamate). The yield is 70.4%. RXN SMILES: [NH2:1][C:2]1[C:3]([O:14][CH3:15])=[C:4]([CH2:12][OH:13])[CH:5]=[C:6]([C:8]([CH3:11])([CH3:10])[CH3:9])[CH:7]=1.C(N(CC)C(C)C)(C)C.Cl[C:26]([O:28][CH2:29][C:30]([Cl:33])([Cl:32])[Cl:31])=[O:27].O>C1COCC1>[C:8]([C:6]1[CH:5]=[C:4]([CH2:12][OH:13])[C:3]([O:14][CH3:15])=[C:2]([NH:1][C:26](=[O:27])[O:28][CH2:29][C:30]([Cl:33])([Cl:32])[Cl:31])[CH:7]=1)([CH3:11])([CH3:9])[CH3:10]. Reported procedure: A solution of (3-amino-5-tert-butyl-2-methoxyphenyl)methanol (1.72 g, 8.23 mmol) and N,N-diisopropylethylamine (2.15 mL, 12.3 mmol) in THF (27.4 mL) was cooled to 0° C., and 2,2,2-trichloroethyl chloroformate (1.24 mL, 9.01 mmol) was added, followed by stirring the mixture for 10 minutes. Water was added to the reaction solution and the aqueous layer was extracted with ethyl acetate and then the organic layer was washed with saturated brine. The organic layer was dried over anhydrous sodium sulf... The reactants are CCNCC, O, O=S(=O)(Cl)Cl. Product: CCN(CC)S(=O)(=O)Cl. RXN SMILES: [CH2:1]([CH3:2])[NH:3][CH2:4][CH3:5].[OH2:11].[S:6](=[O:7])(=[O:8])([Cl:9])[Cl:10]>>[CH2:1]([CH3:2])[N:3]([CH2:4][CH3:5])[S:6](=[O:7])(=[O:8])[Cl:9]. Reactants: FC=1C=C(N)C=CC1F (3,4-difluoroaniline), C(#N)CC(=O)OCC (ethyl cyanoacetate). Run in C(C)(=O)OCC.O1CCCC1 (ethyl acetate tetrahydrofuran). Run at time 8 hour. Yields the product C(#N)CC(=O)NC1=CC(=C(C=C1)F)F (2-cyano-N-(3,4-difluorophenyl)acetamide). Yield: 50.0%. As a reaction SMILES: [F:1][C:2]1[CH:3]=[C:4]([CH:6]=[CH:7][C:8]=1[F:9])[NH2:5].[C:10]([CH2:12][C:13](OCC)=[O:14])#[N:11]>C(OCC)(=O)C.O1CCCC1>[C:10]([CH2:12][C:13]([NH:5][C:4]1[CH:6]=[CH:7][C:8]([F:9])=[C:2]([F:1])[CH:3]=1)=[O:14])#[N:11] |f:2.3|. Procedure details: A mixed solution of 3,4-difluoroaniline (10 g, 77.5 mmol) and ethyl cyanoacetate (10.5 g, 92.9 mmol) was heated to 180° C. and stirred for 8 hr. After cooling to room temperature, the mixture was dissolved in ethyl acetate/tetrahydrofuran and washed with water and saturated brine in this order. The mixture was dried over anhydrous magnesium sulfate and filtered. The solvent was evaporated under reduced pressure, and the obtained residue was washed with ethyl acetate and collected by filtration t... The reactants are COc1cc(N2CCC(N3CCN(CCS(C)(=O)=O)CC3)CC2)ccc1N, C[O-], CO, CCCCCC, O=C(Nc1c(F)cccc1F)c1cccc(-c2nc3c(F)cccn3c2-c2ccnc(Cl)n2)c1, ClCCl, Cl, [Na+], C1COCCO1, OCC(F)(F)F. The product is COc1cc(N2CCC(N3CCN(CCS(C)(=O)=O)CC3)CC2)ccc1Nc1nccc(-c2c(-c3cccc(C(=O)Nc4c(F)cccc4F)c3)nc3c(F)cccn23)n1. Reaction SMILES: [CH3:35][O:36][c:37]1[c:38]([NH2:39])[cH:40][cH:41][c:42]([N:44]2[CH2:45][CH2:46][CH:47]([N:50]3[CH2:51][CH2:52][N:53]([CH2:56][CH2:57][S:58](=[O:59])(=[O:60])[CH3:61])[CH2:54][CH2:55]3)[CH2:48][CH2:49]2)[cH:43]1.[CH3:69][O-:70].[CH3:78][OH:79].[CH3:83][CH2:84][CH2:85][CH2:86][CH2:87][CH3:88].[Cl:1][c:2]1[n:3][cH:4][cH:5][c:6](-[c:8]2[c:9](-[c:18]3[cH:19][c:20]([C:21](=[O:22])[NH:23][c:24]4[c:25]([F:31])[cH:26][cH:27][cH:28][c:29]4[F:30])[cH:32][cH:33][cH:34]3)[n:10][c:11]3[n:12]2[cH:13][cH:14][cH:15][c:16]3[F:17])[n:7]1.[Cl:80][CH2:81][Cl:82].[ClH:62].[Na+:71].[O:63]1[CH2:64][CH2:65][O:66][CH2:67][CH2:68]1.[OH:72][CH2:73][C:74]([F:75])([F:76])[F:77]>>[c:2]1([NH:39][c:38]2[c:37]([O:36][CH3:35])[cH:43][c:42]([N:44]3[CH2:45][CH2:46][CH:47]([N:50]4[CH2:51][CH2:52][N:53]([CH2:56][CH2:57][S:58](=[O:59])(=[O:60])[CH3:61])[CH2:54][CH2:55]4)[CH2:48][CH2:49]3)[cH:41][cH:40]2)[n:3][cH:4][cH:5][c:6](-[c:8]2[c:9](-[c:18]3[cH:19][c:20]([C:21](=[O:22])[NH:23][c:24]4[c:25]([F:31])[cH:26][cH:27][cH:28][c:29]4[F:30])[cH:32][cH:33][cH:34]3)[n:10][c:11]3[n:12]2[cH:13][cH:14][cH:15][c:16]3[F:17])[n:7]1.